Dataset: the Open Reaction Database (ORD), a public repository of structured organic reaction records. Task: describe an organic reaction: reactants, conditions, products, and yield Starting materials: OCCOCCOC1=CC=C(C=C1)C(=O)C1=CC=CC=C1 ([4-({2-[(2-Hydroxyethyl)oxy]ethyl}oxy)phenyl](phenyl)methanone), CC1(CC(CC(C1)(C)C)=O)C (3,3,5,5-tetramethylcyclohexanone). The reagents and catalysts are [Zn] (Zn), Cl[Ti](Cl)(Cl)Cl (TiCl4). Run in C1CCOC1 (THF), C1CCOC1 (THF). Yields the product C1(=CC=CC=C1)C(C1=CC=C(C=C1)OCCOCCO)=C1CC(CC(C1)(C)C)(C)C (2-{[2-({4-[Phenyl(3,3,5,5-tetramethylcyclohexylidene)methyl]phenyl}oxy)ethyl]oxy}ethanol). Reaction SMILES: [OH:1][CH2:2][CH2:3][O:4][CH2:5][CH2:6][O:7][C:8]1[CH:13]=[CH:12][C:11]([C:14]([C:16]2[CH:21]=[CH:20][CH:19]=[CH:18][CH:17]=2)=O)=[CH:10][CH:9]=1.[CH3:22][C:23]1([CH3:32])[CH2:28][C:27]([CH3:30])([CH3:29])[CH2:26][C:25](=O)[CH2:24]1>C1COCC1.[Zn].Cl[Ti](Cl)(Cl)Cl>[C:16]1([C:14](=[C:25]2[CH2:26][C:27]([CH3:30])([CH3:29])[CH2:28][C:23]([CH3:32])([CH3:22])[CH2:24]2)[C:11]2[CH:12]=[CH:13][C:8]([O:7][CH2:6][CH2:5][O:4][CH2:3][CH2:2][OH:1])=[CH:9][CH:10]=2)[CH:21]=[CH:20][CH:19]=[CH:18][CH:17]=1. Reported procedure: To a stirred suspension of Zn (0.59 g, 8.94 mmol) in THF (10 mL) was added TiCl4 (0.50 mL, 4.47 mmol) dropwise. The mixture was refluxed under nitrogen for 2.5 h. Cooled to room temperature, a solution of 7 (0.32 g, 1.12 mmol) and 3,3,5,5-tetramethylcyclohexanone (0.53 g, 3.35 mmol) in THF (15 mL) was added and the reaction mixture was refluxed for another 2.5 h. Cooled to room temperature, the reaction was quenched with 10% K2CO3 (40 mL). The quenched reaction mixture was filtered through a pad... Reactants: [Si](C)(C)(C(C)(C)C)OCCN1C=CC2=CC=C(C=C12)OC (1-[2-(tert-butyldimethylsilyloxy)ethyl]-6-methoxy-1H-indole), solution, C(C(=O)Cl)(=O)Cl (oxalyl chloride), C1CCOC1 (THF), C[O-].[Na+] (NaOMe), CO (MeOH). The solvent is CCOCC (Et2O). The product is hexanes EtOAc, [Si](C)(C)(C(C)(C)C)OCCN1C=C(C2=CC=C(C=C12)OC)C(C(=O)OC)=O (Methyl {1-[2-(tert-butyldimethylsilyloxy)ethyl]-6-methoxy-1H-indol-3-yl}-oxoacetate). The yield is 89.0%. As a reaction SMILES: [Si:1]([O:8][CH2:9][CH2:10][N:11]1[C:19]2[C:14](=[CH:15][CH:16]=[C:17]([O:20][CH3:21])[CH:18]=2)[CH:13]=[CH:12]1)([C:4]([CH3:7])([CH3:6])[CH3:5])([CH3:3])[CH3:2].[C:22](Cl)(=[O:26])[C:23](Cl)=[O:24].C1C[O:31][CH2:30]C1.C[O-].[Na+].CO>CCOCC>[Si:1]([O:8][CH2:9][CH2:10][N:11]1[C:19]2[C:14](=[CH:15][CH:16]=[C:17]([O:20][CH3:21])[CH:18]=2)[C:13]([C:22](=[O:26])[C:23]([O:31][CH3:30])=[O:24])=[CH:12]1)([C:4]([CH3:7])([CH3:6])[CH3:5])([CH3:2])[CH3:3] |f:3.4|. Procedure details: A solution of 1-[2-(tert-butyldimethylsilyloxy)ethyl]-6-methoxy-1H-indole (14.6 g, 46.5 mmol) in Et2O (300 mL) was cooled to 4° C. (ice bath) and 2.0 M solution of oxalyl chloride in THF (25.6 mL, 51.2 mmol) was added dropwise. The ice bath was removed and the reaction was allowed to warm to room temperature (1.5 h). The reaction was then cooled to −78° C. and a solution of 25% (w/w) NaOMe in MeOH (23.2 mL, 107.0 mmol) was introduced over 5 min. The reaction was allowed to warm to room temperatu...